Task: describe an organic reaction: reactants, conditions, products, and yield. Dataset: the Open Reaction Database (ORD), a public repository of structured organic reaction records Starting materials: N1=C(C=NC=C1)CNCCN (N-(2-pyrazinylmethyl)ethylenediamine), CN=C=O (methyl isocyanate). Product: CNC(=O)NCCNCC1=NC=CN=C1 (N-Methyl-N'-[2-(2-pyrazinylmethylamino)ethyl]urea). Reaction SMILES: [N:1]1[CH:6]=[CH:5][N:4]=[CH:3][C:2]=1[CH2:7][NH:8][CH2:9][CH2:10][NH2:11].[CH3:12][N:13]=[C:14]=[O:15]>>[CH3:12][NH:13][C:14]([NH:11][CH2:10][CH2:9][NH:8][CH2:7][C:2]1[CH:3]=[N:4][CH:5]=[CH:6][N:1]=1)=[O:15]. Procedure details: Reacting N-(2-pyrazinylmethyl)ethylenediamine with methyl isocyanate by the procedure of Example 24, then concentrating and separating the residue by column chromatography gives the title compound. Reactants: CC(=O)SCC(C)C(=O)N(CC(=O)O)CC1CCCO1, CO, N. RXN SMILES: [C:4](=[O:5])([CH3:6])[S:7][CH2:8][CH:9]([C:10](=[O:11])[N:12]([CH2:13][C:14](=[O:15])[OH:16])[CH2:17][CH:18]1[CH2:19][CH2:20][CH2:21][O:22]1)[CH3:23].[CH3:2][OH:3].[NH3:1]>>[SH:7][CH2:8][CH:9]([C:10](=[O:11])[N:12]([CH2:13][C:14](=[O:15])[OH:16])[CH2:17][CH:18]1[CH2:19][CH2:20][CH2:21][O:22]1)[CH3:23]. Product: CC(CS)C(=O)N(CC(=O)O)CC1CCCO1. The reactants are CC(C)O, Cc1cc(Cl)c([N+](=O)[O-])c(C)n1, NCc1ccccc1. Yields the product Cl, Cc1cc(NCc2ccccc2)c([N+](=O)[O-])c(C)n1. RXN SMILES: [CH:21]([OH:22])([CH3:23])[CH3:24].[Cl:1][c:2]1[c:3]([N+:10](=[O:11])[O-:12])[c:4]([CH3:9])[n:5][c:6]([CH3:8])[cH:7]1.[NH2:13][CH2:14][c:15]1[cH:16][cH:17][cH:18][cH:19][cH:20]1>>[ClH:1].[c:2]1([NH:13][CH2:14][c:15]2[cH:16][cH:17][cH:18][cH:19][cH:20]2)[c:3]([N+:10](=[O:11])[O-:12])[c:4]([CH3:9])[n:5][c:6]([CH3:8])[cH:7]1. The reactants are CCOC(=O)c1ccc(-c2c(F)c(OC)cc(OC)c2F)c2nccnc12, C[Al](C)C, ClCCl, [Na+], O=C([O-])O, Nc1ccc(CN2CCS(=O)(=O)CC2)cn1. Product: COc1cc(OC)c(F)c(-c2ccc(C(=O)Nc3ccc(CN4CCS(=O)(=O)CC4)cn3)c3nccnc23)c1F. RXN SMILES: [CH2:1]([O:3][C:4](=[O:2])[c:6]1[c:7]2[n:8][cH:9][cH:10][n:11][c:12]2[c:13](-[c:16]2[c:17]([F:27])[c:18]([O:25][CH3:26])[cH:19][c:20]([O:23][CH3:24])[c:21]2[F:22])[cH:14][cH:15]1)[CH3:5].[CH3:44][Al:45]([CH3:46])[CH3:47].[Cl:53][CH2:54][Cl:55].[Na+:52].[O-:48][C:49]([OH:50])=[O:51].[O:28]=[S:29]1(=[O:43])[CH2:30][CH2:31][N:32]([CH2:35][c:36]2[cH:37][cH:38][c:39]([NH2:42])[n:40][cH:41]2)[CH2:33][CH2:34]1>>[O:3]=[C:4]([c:6]1[c:7]2[n:8][cH:9][cH:10][n:11][c:12]2[c:13](-[c:16]2[c:17]([F:27])[c:18]([O:25][CH3:26])[cH:19][c:20]([O:23][CH3:24])[c:21]2[F:22])[cH:14][cH:15]1)[NH:42][c:39]1[cH:38][cH:37][c:36]([CH2:35][N:32]2[CH2:31][CH2:30][S:29](=[O:28])(=[O:43])[CH2:34][CH2:33]2)[cH:41][n:40]1.